Dataset: the Open Reaction Database (ORD), a public repository of structured organic reaction records. Task: describe an organic reaction: reactants, conditions, products, and yield Reaction SMILES: P(Cl)(Cl)(Cl)=O.[C:6]1([C:12]2[NH:13][C:14]3[C:19]([CH:20]=2)=[CH:18][CH:17]=[CH:16][CH:15]=3)[CH:11]=[CH:10][CH:9]=[CH:8][CH:7]=1.CN([CH:24]=[O:25])C>>[C:6]1([C:12]2[NH:13][C:14]3[C:19]([C:20]=2[CH:24]=[O:25])=[CH:18][CH:17]=[CH:16][CH:15]=3)[CH:11]=[CH:10][CH:9]=[CH:8][CH:7]=1. Procedure details: A mixture of DMF (11.0 mL, 142 mmol) and phosphorous oxychloride (3.63 mL, 39 mmol) is stirred at 0° C. for 1 h, a 0.2 mL portion is pipetted into a solution of 2-phenylindole (96 mg, 0.5 mmol) in DMF at 5° C. This reaction mixture is stirred at 5°-10° C. for 1 h, quenched with water, stored at −200 for 16 h and filtered. The filtercake is washed with water and dried in vacuo to afford the 2-phenylindole-3-carboxaldehyde intermediate. A suspension of the thus-obtained 2-phenylindole-3-carboxalde... The product is C1(=CC=CC=C1)C=1NC2=CC=CC=C2C1C=O (2-phenylindole-3-carboxaldehyde). Reaction conditions: temperature 0 celsius, time 1 hour. Reactants: P(=O)(Cl)(Cl)Cl (phosphorous oxychloride), CN(C)C=O (DMF), C1(=CC=CC=C1)C=1NC2=CC=CC=C2C1 (2-phenylindole), CN(C)C=O (DMF). Starting materials: C(C)OC(=O)C=1OC(=NN1)S (2-ethoxycarbonyl-1,3,4-oxadiazole-5-thiol), CN (methylamine). Yields the product CNC(=O)C=1OC(=NN1)S (2-(N-Methylcarbamoyl)-1,3,4-oxadiazole-5-thiol). RXN SMILES: C([O:3][C:4]([C:6]1[O:7][C:8]([SH:11])=[N:9][N:10]=1)=O)C.[CH3:12][NH2:13]>>[CH3:12][NH:13][C:4]([C:6]1[O:7][C:8]([SH:11])=[N:9][N:10]=1)=[O:3]. Reported procedure: This product was prepared by reacting 2-ethoxycarbonyl-1,3,4-oxadiazole-5-thiol with methylamine in a manner similar to that described in the procedure of Example XVI, Part C as hereinafter set forth. Starting materials: C(C1=CC=CC=C1)C1CCC=2NC(=CC21)C(=O)OC (methyl 4-benzyl-1,4,5,6-tetrahydrocyclopenta[b]pyrrole-2-carboxylate), O.[OH-].[Li+] (lithium hydroxide monohydrate). Product: C(C1=CC=CC=C1)C1CCC=2NC(=CC21)C(=O)O (4-benzyl-1,4,5,6-tetrahydrocyclopenta[b]pyrrole-2-carboxylic acid). Isolated yield 80.4%. RXN SMILES: [CH2:1]([CH:8]1[C:15]2[CH:14]=[C:13]([C:16]([O:18]C)=[O:17])[NH:12][C:11]=2[CH2:10][CH2:9]1)[C:2]1[CH:7]=[CH:6][CH:5]=[CH:4][CH:3]=1.O.[OH-].[Li+]>>[CH2:1]([CH:8]1[C:15]2[CH:14]=[C:13]([C:16]([OH:18])=[O:17])[NH:12][C:11]=2[CH2:10][CH2:9]1)[C:2]1[CH:7]=[CH:6][CH:5]=[CH:4][CH:3]=1 |f:1.2.3|. Procedure details: The title compound was synthesized from methyl 4-benzyl-1,4,5,6-tetrahydrocyclopenta[b]pyrrole-2-carboxylate (25 mg, 0.098 mmol) and lithium hydroxide monohydrate (25 mg, 0.39 mmol) according to General Procedure 7. The crude product was dried onto Silica gel and was purified by flash chromatography (0-80% EtOAc/Heptane) to give 4-benzyl-1,4,5,6-tetrahydrocyclopenta[b]pyrrole-2-carboxylic acid (17) as a light red solid (19 mg, 81%). 1H NMR (400 MHz, METHANOL-d4) δ ppm 2.05-2.14 (m, 1H), 2.48-2.5... Yield: 100.1%. The reactants are C(C)(C)C1=CC=C(COC(=O)N2CC(CCC2)C2=CC(=CC=C2)OC(C)(C)C(=O)OCC)C=C1 (3-[3-(1-ethoxycarbonyl-1-methyl-ethoxy)-phenyl]-piperidine-1-carboxylic acid 4-isopropyl-benzyl ester), C([O-])([O-])=O.[K+].[K+] (potassium carbonate), CO (methanol). Solvent: O (water). Product: C(C)(C)C1=CC=C(COC(=O)N2CC(CCC2)C2=CC(=CC=C2)OC(C)(C)C(=O)O)C=C1 (3-[3-(1-carboxy-1-methyl-ethoxy)-phenyl]-piperidine-1-carboxylic acid 4-isopropyl-benzyl ester). Procedure details: A mixture of 3-[3-(1-ethoxycarbonyl-1-methyl-ethoxy)-phenyl]-piperidine-1-carboxylic acid 4-isopropyl-benzyl ester (6.23 g, 13.32 mmol), potassium carbonate (3.68 g, 26.64 mmol), methanol (100 mL) and water (20 mL) was heated at reflux for 3 h, cooled to room temperature and concentrated under reduced pressure. The resulting residue was taken up in water (250 mL), acidified with 1N aqueous hydrochloric acid and extracted with ethyl acetate (2×200 mL). The combined organic extracts were washed wi... Reaction SMILES: [CH:1]([C:4]1[CH:34]=[CH:33][C:7]([CH2:8][O:9][C:10]([N:12]2[CH2:17][CH2:16][CH2:15][CH:14]([C:18]3[CH:23]=[CH:22][CH:21]=[C:20]([O:24][C:25]([C:28]([O:30]CC)=[O:29])([CH3:27])[CH3:26])[CH:19]=3)[CH2:13]2)=[O:11])=[CH:6][CH:5]=1)([CH3:3])[CH3:2].C(=O)([O-])[O-].[K+].[K+].CO>O>[CH:1]([C:4]1[CH:5]=[CH:6][C:7]([CH2:8][O:9][C:10]([N:12]2[CH2:17][CH2:16][CH2:15][CH:14]([C:18]3[CH:23]=[CH:22][CH:21]=[C:20]([O:24][C:25]([C:28]([OH:30])=[O:29])([CH3:27])[CH3:26])[CH:19]=3)[CH2:13]2)=[O:11])=[CH:33][CH:34]=1)([CH3:3])[CH3:2] |f:1.2.3|. Reactants: O=C(n1ccnc1)n1ccnc1, ClCCl, O=C(O)Cc1ccccc1, Nc1cc(Cl)ccc1O. Product: O=C(Cc1ccccc1)Nc1cc(Cl)ccc1O. As a reaction SMILES: [C:11]([n:12]1[cH:13][cH:14][n:15][cH:16]1)([n:17]1[cH:18][cH:19][n:20][cH:21]1)=[O:22].[Cl:32][CH2:33][Cl:34].[OH:1][C:2](=[O:3])[CH2:4][c:5]1[cH:6][cH:7][cH:8][cH:9][cH:10]1.[OH:23][c:24]1[c:25]([NH2:26])[cH:27][c:28]([Cl:31])[cH:29][cH:30]1>>[C:2](=[O:3])([CH2:4][c:5]1[cH:6][cH:7][cH:8][cH:9][cH:10]1)[NH:26][c:25]1[c:24]([OH:23])[cH:30][cH:29][c:28]([Cl:31])[cH:27]1. Starting materials: Brc1ccc(Br)nc1, CCOC(C)=O, CCO, Cc1ccccc1, OB(O)c1ccccc1F, [Na+], [Na+], O=C([O-])[O-], c1ccc(P(c2ccccc2)(c2ccccc2)[Pd](P(c2ccccc2)(c2ccccc2)c2ccccc2)(P(c2ccccc2)(c2ccccc2)c2ccccc2)P(c2ccccc2)(c2ccccc2)c2ccccc2)cc1. Yields the product Fc1ccccc1-c1ccc(Br)cn1. Reaction SMILES: [Br:11][c:12]1[n:13][cH:14][c:15]([Br:18])[cH:16][cH:17]1.[CH3:25][CH2:26][O:27][C:28](=[O:29])[CH3:30].[CH3:31][CH2:32][OH:33].[CH3:34][c:35]1[cH:36][cH:37][cH:38][cH:39][cH:40]1.[F:1][c:2]1[c:3]([B:8]([OH:9])[OH:10])[cH:4][cH:5][cH:6][cH:7]1.[Na+:19].[Na+:20].[O-:21][C:22](=[O:23])[O-:24].[cH:41]1[cH:42][cH:43][c:44]([P:45]([Pd:46]([P:47]([c:48]2[cH:49][cH:50][cH:51][cH:52][cH:53]2)([c:54]2[cH:55][cH:56][cH:57][cH:58][cH:59]2)[c:60]2[cH:61][cH:62][cH:63][cH:64][cH:65]2)([P:66]([c:67]2[cH:68][cH:69][cH:70][cH:71][cH:72]2)([c:73]2[cH:74][cH:75][cH:76][cH:77][cH:78]2)[c:79]2[cH:80][cH:81][cH:82][cH:83][cH:84]2)[P:85]([c:86]2[cH:87][cH:88][cH:89][cH:90][cH:91]2)([c:92]2[cH:93][cH:94][cH:95][cH:96][cH:97]2)[c:98]2[cH:99][cH:100][cH:101][cH:102][cH:103]2)([c:104]2[cH:105][cH:106][cH:107][cH:108][cH:109]2)[c:110]2[cH:111][cH:112][cH:113][cH:114][cH:115]2)[cH:116][cH:117]1>>[F:1][c:2]1[c:3](-[c:12]2[n:13][cH:14][c:15]([Br:18])[cH:16][cH:17]2)[cH:4][cH:5][cH:6][cH:7]1. Run in C(C)#N (acetonitrile). Reported procedure: A mixture of 1-benzyl-5-[4′-(bromomethyl)biphenyl-2-yl]-1H-tetrazole (compound 5b, 9.82 g, 24 mmol), methyl 2-(tert-butoxycarbonylamino)-3-nitrobenzoate (compound 19a, 7.32 g, 24.7 mmol) and potassium carbonate (3.68 g, 26.7 mmol) in acetonitrile (100 mL) was heated under reflux for 6 hr under argon stream. To the reaction mixture was added potassium carbonate (1.34 g), and the mixture was heated under reflux for 3 hr. The reaction mixture was cooled and filtered. The insoluble material was wash... The product is C(C)(C)(C)OC(=O)N(CC1=CC=C(C=C1)C1=C(C=CC=C1)C1=NN=NN1CC1=CC=CC=C1)C1=C(C(=O)OC)C=CC=C1[N+](=O)[O-] (methyl 2-(N-tert-butoxycarbonyl-N-{(2′-[1-benzyl-1H-tetrazol-5-yl]biphenyl-4-yl)methyl}amino)-3-nitrobenzoate). Yield: 81.7%. The reactants are C(C1=CC=CC=C1)N1N=NN=C1C1=C(C=CC=C1)C1=CC=C(C=C1)CBr (1-benzyl-5-[4′-(bromomethyl)biphenyl-2-yl]-1H-tetrazole), C(C1=CC=CC=C1)N1N=NN=C1C1=C(C=CC=C1)C1=CC=C(C=C1)CBr (1-benzyl-5-[4′-(bromomethyl)biphenyl-2-yl]-1H-tetrazole), C(C)(C)(C)OC(=O)NC1=C(C(=O)OC)C=CC=C1[N+](=O)[O-] (methyl 2-(tert-butoxycarbonylamino)-3-nitrobenzoate), C(C)(C)(C)OC(=O)NC1=C(C(=O)OC)C=CC=C1[N+](=O)[O-] (methyl 2-(tert-butoxycarbonylamino)-3-nitrobenzoate), C([O-])([O-])=O.[K+].[K+] (potassium carbonate), C([O-])([O-])=O.[K+].[K+] (potassium carbonate). RXN SMILES: [CH2:1]([N:8]1[C:12]([C:13]2[CH:18]=[CH:17][CH:16]=[CH:15][C:14]=2[C:19]2[CH:24]=[CH:23][C:22]([CH2:25]Br)=[CH:21][CH:20]=2)=[N:11][N:10]=[N:9]1)[C:2]1[CH:7]=[CH:6][CH:5]=[CH:4][CH:3]=1.[C:27]([O:31][C:32]([NH:34][C:35]1[C:44]([N+:45]([O-:47])=[O:46])=[CH:43][CH:42]=[CH:41][C:36]=1[C:37]([O:39][CH3:40])=[O:38])=[O:33])([CH3:30])([CH3:29])[CH3:28].C(=O)([O-])[O-].[K+].[K+]>C(#N)C>[C:27]([O:31][C:32]([N:34]([C:35]1[C:44]([N+:45]([O-:47])=[O:46])=[CH:43][CH:42]=[CH:41][C:36]=1[C:37]([O:39][CH3:40])=[O:38])[CH2:25][C:22]1[CH:23]=[CH:24][C:19]([C:14]2[CH:15]=[CH:16][CH:17]=[CH:18][C:13]=2[C:12]2[N:8]([CH2:1][C:2]3[CH:7]=[CH:6][CH:5]=[CH:4][CH:3]=3)[N:9]=[N:10][N:11]=2)=[CH:20][CH:21]=1)=[O:33])([CH3:30])([CH3:28])[CH3:29] |f:2.3.4|.